This data is from the Open Reaction Database (ORD), a public repository of structured organic reaction records. The task is: describe an organic reaction: reactants, conditions, products, and yield Starting materials: OC1=CC=C(C2=C(C=CC=C12)C)C(=O)N1CCOCC1 ((4-hydroxy-8-methylnaphthalen-1-yl)(morpholino)methanone), CCN(C(C)C)C(C)C (DIPEA), O(S(=O)(=O)C(F)(F)F)S(=O)(=O)C(F)(F)F (Tf2O). The solvent is C(Cl)Cl (CH2Cl2). Reaction conditions: time 10 minute. Yields the product FC(S(=O)(=O)OC1=CC=C(C2=C(C=CC=C12)C)C(=O)N1CCOCC1)(F)F (5-Methyl-4-(morpholin-4-carbonyl)naphthalen-1-yl trifluoromethanesulfonate). RXN SMILES: [OH:1][C:2]1[C:11]2[C:6](=[C:7]([CH3:12])[CH:8]=[CH:9][CH:10]=2)[C:5]([C:13]([N:15]2[CH2:20][CH2:19][O:18][CH2:17][CH2:16]2)=[O:14])=[CH:4][CH:3]=1.CCN(C(C)C)C(C)C.[O:30](S(C(F)(F)F)(=O)=O)[S:31]([C:34]([F:37])([F:36])[F:35])(=O)=[O:32]>C(Cl)Cl>[F:35][C:34]([F:37])([F:36])[S:31]([O:1][C:2]1[C:11]2[C:6](=[C:7]([CH3:12])[CH:8]=[CH:9][CH:10]=2)[C:5]([C:13]([N:15]2[CH2:16][CH2:17][O:18][CH2:19][CH2:20]2)=[O:14])=[CH:4][CH:3]=1)(=[O:32])=[O:30]. Procedure: To a solution of (4-hydroxy-8-methylnaphthalen-1-yl)(morpholino)methanone (above Step-7 intermediate) (1 equiv) in dry CH2Cl2 (4 mL) under nitrogen was added DIPEA (3 equiv) at 0° C. and the mixture was stirred for 10 min. To this, Tf2O (1.5 equiv) was added drop wise and the reaction mixture was stirred for another 1.5 h at 0° C. Then it was slowly quenched with water (10 mL) and the aqueous layer was extracted with CH2Cl2 (4×10 mL). The combined organic layer was washed with water (10 mL), bri... Starting materials: ClC=1C=C(C2=C(N(C(C(O2)C)=O)CC)C1)C(=O)O (6-chloro-4-ethyl-3,4-dihydro-2-methyl-3-oxo-2H-1,4-benzoxazine-8-carboxylic acid), C(OCC)(=O)Cl (ethyl chlorocarbonate), resultant mixture, NC1CN2CCC1CC2 (3-aminoquinuclidine), C(O)([O-])=O.[Na+] (sodium hydrogen carbonate). The solvent is C(C)N(CC)CC (triethylamine), O1CCCC1 (tetrahydrofuran), C(C)(=O)OCC (ethyl acetate). Product: Cl.ClC=1C=C(C2=C(N(C(C(O2)C)=O)CC)C1)C(=O)NC1CN2CCC1CC2 (6-chloro-4-ethyl-3,4-dihydro-2-methyl-3-oxo-N-(3-quinuclidinyl)-2H-1,4-benzoxazine-8-carboxamide hydrochloride). Reaction SMILES: [Cl:1][C:2]1[CH:3]=[C:4]([C:16]([OH:18])=O)[C:5]2[O:10][CH:9]([CH3:11])[C:8](=[O:12])[N:7]([CH2:13][CH3:14])[C:6]=2[CH:15]=1.C(Cl)(=O)OCC.[NH2:25][CH:26]1[CH:31]2[CH2:32][CH2:33][N:28]([CH2:29][CH2:30]2)[CH2:27]1.C(=O)([O-])O.[Na+]>O1CCCC1.C(OCC)(=O)C.C(N(CC)CC)C>[ClH:1].[Cl:1][C:2]1[CH:3]=[C:4]([C:16]([NH:25][CH:26]2[CH:31]3[CH2:32][CH2:33][N:28]([CH2:29][CH2:30]3)[CH2:27]2)=[O:18])[C:5]2[O:10][CH:9]([CH3:11])[C:8](=[O:12])[N:7]([CH2:13][CH3:14])[C:6]=2[CH:15]=1 |f:3.4,8.9|. Procedure details: A solution of 4.2 g of 6-chloro-4-ethyl-3,4-dihydro-2-methyl-3-oxo-2H-1,4-benzoxazine-8-carboxylic acid in 100 ml of tetrahydrofuran is cooled to below 0° C. and 5 ml of triethylamine is added under stirring thereto. Further, 2.0 g of ethyl chlorocarbonate is added and the mixture is stirred for 30 minutes. To the resultant mixture is added 3.0 g of 3-aminoquinuclidine and the mixture stirred for 5 hours. After completion of the reaction, aqueous sodium hydrogen carbonate and ethyl acetate are a... Yields the product CC(C)NC(=O)N(C1CCCCC1)C1CCNCC1. Reactants: CC(C)NC(=O)N(C1CCCCC1)C1CCN(C(=O)OC(C)(C)C)CC1, NC1CCN(C(=O)OCc2ccccc2)C1. As a reaction SMILES: [C:17]([O:18][C:19]([CH3:20])([CH3:21])[CH3:22])(=[O:23])[N:24]1[CH2:25][CH2:26][CH:27]([N:30]([C:31]([NH:32][CH:33]([CH3:34])[CH3:35])=[O:36])[CH:37]2[CH2:38][CH2:39][CH2:40][CH2:41][CH2:42]2)[CH2:28][CH2:29]1.[C:1]([N:2]1[CH2:3][CH2:4][CH:5]([NH2:6])[CH2:7]1)([O:8][CH2:9][c:10]1[cH:11][cH:12][cH:13][cH:14][cH:15]1)=[O:16]>>[NH:24]1[CH2:25][CH2:26][CH:27]([N:30]([C:31]([NH:32][CH:33]([CH3:34])[CH3:35])=[O:36])[CH:37]2[CH2:38][CH2:39][CH2:40][CH2:41][CH2:42]2)[CH2:28][CH2:29]1.